Dataset: the Open Reaction Database (ORD), a public repository of structured organic reaction records. Task: describe an organic reaction: reactants, conditions, products, and yield As a reaction SMILES: [Cl:1][C:2]1[CH:17]=[CH:16][C:5]2[CH2:6][CH:7]3[CH:11]([C:12]([CH3:14])([OH:13])[C:4]=2[CH:3]=1)[CH2:10][N:9]([CH3:15])[CH2:8]3.F[C:19](F)(F)[C:20](O)=O>>[Cl:1][C:2]1[CH:17]=[CH:16][C:5]2[CH2:6][CH:7]3[C:11](=[C:12]([CH3:14])[C:4]=2[CH:3]=1)[CH2:10][N:9]([CH3:15])[CH2:8]3.[ClH:1].[CH3:19][CH2:20][O:13][CH2:12][CH3:14] |f:3.4|. The product is ClC1=CC2=C(CC3CN(CC3=C2C)C)C=C1 (6-Chloro-9,9a-dihydro-2,4-dimethylbenz[f]-isoindoline), Cl.CCOCC (hydrochloric acid ether). Starting materials: ClC1=CC2=C(CC3CN(CC3C2(O)C)C)C=C1 (6-chloro-3a,4,9,9a-tetrahydro-2,4-dimethylbenz[f]isoindolin-4-ol), FC(C(=O)O)(F)F (trifluoro-acetic acid). Procedure: A solution of 14 g of 6-chloro-3a,4,9,9a-tetrahydro-2,4-dimethylbenz[f]isoindolin-4-ol in 140 ml of trifluoro-acetic acid is stirred for one hour at room temperature and then evaporated. The residue is taken up in ice cold aqueous sodium hydroxide solution, extracted with methylene chloride, the organic phase dried over sodium sulphate and the solution evaporated. The title compound is obtained by crystallisation from methanolic hydrochloric acid/ether. M.P. 253°-255° (Hydrochloride salt form). Starting materials: CCOC(=O)C1OC1c1ccc(OCc2ccccc2)cc1, C1COCCO1, [H][H]. Product: CCOC(=O)C(O)Cc1ccc(OCc2ccccc2)cc1. Reaction SMILES: [CH2:1]([CH3:2])[O:3][C:4]([CH:5]1[CH:6]([c:7]2[cH:8][cH:9][c:10]([O:13][CH2:14][c:15]3[cH:16][cH:17][cH:18][cH:19][cH:20]3)[cH:11][cH:12]2)[O:21]1)=[O:22].[CH2:25]1[O:26][CH2:27][CH2:28][O:29][CH2:30]1.[H:23][H:24]>>[CH2:1]([CH3:2])[O:3][C:4]([CH:5]([CH2:6][c:7]1[cH:8][cH:9][c:10]([O:13][CH2:14][c:15]2[cH:16][cH:17][cH:18][cH:19][cH:20]2)[cH:11][cH:12]1)[OH:21])=[O:22]. The reactants are FC(C=1C=C(OC(C(=O)Cl)C2=CC=C(C=C2)Cl)C=CC1)(F)F ((3-Trifluoromethylphenoxy)(4-chlorophenyl)acetyl chloride), [Na] (sodium), CS(=O)(=O)N (methanesulfonamide). Solvent: O1CCCC1 (tetrahydrofuran), O1CCCC1 (tetrahydrofuran). Conditions: temperature 20 celsius, time 20 hour. Product: CS(=O)(=O)NC(C(C1=CC=C(C=C1)Cl)OC1=CC(=CC=C1)C(F)(F)F)=O (N-methanesulfonyl (3-trifluoromethylphenoxy)(4-chlorophenyl)acetamide). Reaction SMILES: [F:1][C:2]([F:22])([F:21])[C:3]1[CH:4]=[C:5]([CH:18]=[CH:19][CH:20]=1)[O:6][CH:7]([C:11]1[CH:16]=[CH:15][C:14]([Cl:17])=[CH:13][CH:12]=1)[C:8](Cl)=[O:9].[Na].[CH3:24][S:25]([NH2:28])(=[O:27])=[O:26]>O1CCCC1>[CH3:24][S:25]([NH:28][C:8](=[O:9])[CH:7]([O:6][C:5]1[CH:18]=[CH:19][CH:20]=[C:3]([C:2]([F:22])([F:21])[F:1])[CH:4]=1)[C:11]1[CH:16]=[CH:15][C:14]([Cl:17])=[CH:13][CH:12]=1)(=[O:27])=[O:26] |^1:22|. Procedure details: (3-Trifluoromethylphenoxy)(4-chlorophenyl)acetyl chloride (0.02 mole) in tetrahydrofuran (50 ml.) is added over a 15-minute period to a solution of the sodium salt of methanesulfonamide (2.5 g., 0.021 mole) in tetrahydrofuran (50 ml.) at 0°-5° C., under a nitrogen atmosphere. The mixture is stirred at 20° C. for 20 hours and then the solvent is evaporated under vacuum. The residue is dissolved in chloroform and the solution is extracted with water. The chloroform solution is dried over anhydrous... Reactants: O=C([O-])[O-], N#Cc1ccc(Cl)c2cccnc12, [K+], [K+], c1ccncc1, c1c[nH]cn1. Product: N#Cc1ccc(-c2ncc[nH]2)c2cccnc12. RXN SMILES: [C:19](=[O:20])([O-:21])[O-:22].[Cl:1][c:2]1[c:3]2[cH:4][cH:5][cH:6][n:7][c:8]2[c:9]([C:12]#[N:13])[cH:10][cH:11]1.[K+:23].[K+:24].[cH:25]1[cH:26][cH:27][n:28][cH:29][cH:30]1.[nH:14]1[cH:15][n:16][cH:17][cH:18]1>>[c:2]1(-[c:15]2[nH:14][cH:18][cH:17][n:16]2)[c:3]2[cH:4][cH:5][cH:6][n:7][c:8]2[c:9]([C:12]#[N:13])[cH:10][cH:11]1. Reaction SMILES: [C:9]([CH2:10][CH2:11][CH3:12])(=[O:13])[Cl:14].[CH3:15][OH:16].[CH3:17][c:18]1[cH:19][cH:20][cH:21][cH:22][cH:23]1.[NH2:1][c:2]1[c:3]([CH3:8])[cH:4][cH:5][cH:6][cH:7]1>>[NH:1]([c:2]1[c:3]([CH3:8])[cH:4][cH:5][cH:6][cH:7]1)[C:9]([CH2:10][CH2:11][CH3:12])=[O:13]. The reactants are CCCC(=O)Cl, CO, Cc1ccccc1, Cc1ccccc1N. Yields the product CCCC(=O)Nc1ccccc1C. Procedure details: 43 g (169 mmol) of 11,12-dihydroindolo[2,3-a]carbazole are initially introduced in 1000 ml of THF, and 8.9 g (223.3 mmol) of NaH (60% in oil) are added at 0° C. 24 g (80 mmol) of 2-iodobenzenesulfonyl chloride are subsequently added to the mixture, which is then stirred at 40° C. for 12 h. The organic phase is dried over MgSO4, and the solvent is removed in vacuo. The residue is recrystallised from acetone and finally sublimed in a high vacuum. Yield: 29 g (574 mmol), 72% of theory, purity accor... Solvent: C1CCOC1 (THF). RXN SMILES: [CH:1]1[C:6]2[NH:7][C:8]3[C:9](=[CH:10][CH:11]=[C:12]4[C:20]=3[NH:19][C:18]3[C:13]4=[CH:14][CH:15]=[CH:16][CH:17]=3)[C:5]=2[CH:4]=[CH:3][CH:2]=1.[H-].[Na+].[I:23][C:24]1[CH:29]=[CH:28][CH:27]=[CH:26][C:25]=1[S:30](Cl)(=[O:32])=[O:31]>C1COCC1>[I:23][C:24]1[CH:29]=[CH:28][CH:27]=[CH:26][C:25]=1[S:30]([N:7]1[C:8]2[C:9](=[CH:10][CH:11]=[C:12]3[C:13]4[C:18](=[CH:17][CH:16]=[CH:15][CH:14]=4)[NH:19][C:20]3=2)[C:5]2[C:6]1=[CH:1][CH:2]=[CH:3][CH:4]=2)(=[O:32])=[O:31] |f:1.2|. Conditions: temperature 40 celsius, time 12 hour. Starting materials: [H-].[Na+] (NaH), C1=CC=CC2=C1NC=1C2=CC=C2C3=CC=CC=C3NC12 (11,12-dihydroindolo[2,3-a]carbazole), IC1=C(C=CC=C1)S(=O)(=O)Cl (2-iodobenzenesulfonyl chloride). The product is IC1=C(C=CC=C1)S(=O)(=O)N1C2=CC=CC=C2C2=CC=C3C(=C12)NC1=CC=CC=C13 (11-(2-iodobenzenesulfonyl)-11,12-dihydro-11,12-diazaindeno[2,1-a]fluorene).